From a dataset of the Open Reaction Database (ORD), a public repository of structured organic reaction records. describe an organic reaction: reactants, conditions, products, and yield Reactants: BrCC(=O)C1=CC(=C(C=C1)C1=NC=CC=C1)OC (2-bromo-1-(3-methoxy-4-pyridin-2-ylphenyl)ethanone), N1=C(C=CC=C1)C (2-picoline). The solvent is CC(=O)C (acetone), C(Cl)Cl (CH2Cl2), O (water). Yields the product COC=1C=C(C=CC1C1=NC=CC=C1)C=1C=C2C=CC=CN2C1 (2-(3-methoxy-4-pyridin-2-ylphenyl)indolizine). Reaction SMILES: Br[CH2:2][C:3]([C:5]1[CH:10]=[CH:9][C:8]([C:11]2[CH:16]=[CH:15][CH:14]=[CH:13][N:12]=2)=[C:7]([O:17][CH3:18])[CH:6]=1)=O.[N:19]1[CH:24]=[CH:23][CH:22]=[CH:21][C:20]=1[CH3:25]>CC(C)=O.C(Cl)Cl.O>[CH3:18][O:17][C:7]1[CH:6]=[C:5]([C:3]2[CH:25]=[C:20]3[N:19]([CH:2]=2)[CH:24]=[CH:23][CH:22]=[CH:21]3)[CH:10]=[CH:9][C:8]=1[C:11]1[CH:16]=[CH:15][CH:14]=[CH:13][N:12]=1. Procedure: A solution of 2-bromo-1-(3-methoxy-4-pyridin-2-ylphenyl)ethanone (0.44 mmol) and 2-picoline (41 mg, 0.44 mmol) in acetone (2 mL) was heated to reflux for 3 h, diluted with CH2Cl2 (20 mL) and water (10 mL). The aqueous layer was separated and extracted with CH2Cl2 (2×10 mL), and the combined organic layers were dried (MgSO4) and concentrated. The residue was purified by flash column chromatography on silica gel eluting with EtOAc:hexanes (1:19 to 1:2) to afford 2-(3-methoxy-4-pyridin-2-ylphenyl)i... Reactants: COC(=O)c1cc(Cl)cc(Br)c1OC, O=C([O-])[O-], CC(C)(C)OC(=O)N1CCNCC1, Cc1ccccc1, [Cs+], [Cs+], O=C(C=Cc1ccccc1)C=Cc1ccccc1, O=C(C=Cc1ccccc1)C=Cc1ccccc1, O=C(C=Cc1ccccc1)C=Cc1ccccc1, [Pd], [Pd], c1ccc(P(c2ccccc2)c2ccc3ccccc3c2-c2c(P(c3ccccc3)c3ccccc3)ccc3ccccc23)cc1. The product is COC(=O)c1cc(Cl)cc(N2CCN(C(=O)OC(C)(C)C)CC2)c1OC. As a reaction SMILES: [Br:1][c:2]1[c:3]([O:13][CH3:14])[c:4]([C:5](=[O:6])[O:7][CH3:8])[cH:9][c:10]([Cl:12])[cH:11]1.[C:15](=[O:16])([O-:17])[O-:18].[C:67](=[O:68])([O:69][C:70]([CH3:71])([CH3:72])[CH3:73])[N:74]1[CH2:75][CH2:76][NH:77][CH2:78][CH2:79]1.[CH3:80][c:81]1[cH:82][cH:83][cH:84][cH:85][cH:86]1.[Cs+:19].[Cs+:20].[O:107]=[C:108]([CH:109]=[CH:110][c:111]1[cH:112][cH:113][cH:114][cH:115][cH:116]1)[CH:117]=[CH:118][c:119]1[cH:120][cH:121][cH:122][cH:123][cH:124]1.[O:125]=[C:126]([CH:127]=[CH:128][c:129]1[cH:130][cH:131][cH:132][cH:133][cH:134]1)[CH:135]=[CH:136][c:137]1[cH:138][cH:139][cH:140][cH:141][cH:142]1.[O:89]=[C:90]([CH:91]=[CH:92][c:93]1[cH:94][cH:95][cH:96][cH:97][cH:98]1)[CH:99]=[CH:100][c:101]1[cH:102][cH:103][cH:104][cH:105][cH:106]1.[Pd:87].[Pd:88].[cH:21]1[cH:22][cH:23][c:24]([P:25]([c:26]2[cH:27][cH:28][c:29]3[c:30]([cH:31][cH:32][cH:33][cH:34]3)[c:35]2-[c:36]2[c:37]3[c:38]([cH:39][cH:40][cH:41][cH:42]3)[cH:43][cH:44][c:45]2[P:46]([c:47]2[cH:48][cH:49][cH:50][cH:51][cH:52]2)[c:53]2[cH:54][cH:55][cH:56][cH:57][cH:58]2)[c:59]2[cH:60][cH:61][cH:62][cH:63][cH:64]2)[cH:65][cH:66]1>>[c:2]1([N:77]2[CH2:76][CH2:75][N:74]([C:67](=[O:68])[O:69][C:70]([CH3:71])([CH3:72])[CH3:73])[CH2:79][CH2:78]2)[c:3]([O:13][CH3:14])[c:4]([C:5](=[O:6])[O:7][CH3:8])[cH:9][c:10]([Cl:12])[cH:11]1.